This data is from the Open Reaction Database (ORD), a public repository of structured organic reaction records. The task is: describe an organic reaction: reactants, conditions, products, and yield The reactants are ClC=1C(NC2=CC=C(C=C2N1)C(=O)OC)=O (methyl 3-chloro-2-oxo-1,2-dihydroquinoxaline-6-carboxylate), CC(C)N (propan-2-amine), CCN(C(C)C)C(C)C (DIEA). The solvent is CS(=O)C (DMSO), O (water). Conditions: temperature 50 celsius, time 8 hour. Product: O=C1NC2=CC=C(C=C2N=C1NC(C)C)C(=O)OC (methyl 2-oxo-3-[(propan-2-yl)amino]-1,2-dihydroquinoxaline-6-carboxylate). The yield is 78.4%. As a reaction SMILES: Cl[C:2]1[C:3](=[O:16])[NH:4][C:5]2[C:10]([N:11]=1)=[CH:9][C:8]([C:12]([O:14][CH3:15])=[O:13])=[CH:7][CH:6]=2.[CH3:17][CH:18]([NH2:20])[CH3:19].CCN(C(C)C)C(C)C>CS(C)=O.O>[O:16]=[C:3]1[C:2]([NH:20][CH:18]([CH3:19])[CH3:17])=[N:11][C:10]2[C:5](=[CH:6][CH:7]=[C:8]([C:12]([O:14][CH3:15])=[O:13])[CH:9]=2)[NH:4]1. Procedure: To a solution of methyl 3-chloro-2-oxo-1,2-dihydroquinoxaline-6-carboxylate (500 mg, 2.1 mmol) in DMSO (2 mL) was added propan-2-amine (186 mg, 3.15 mmol) and DIEA (540 mg, 3.15 mmol). After stirring for overnight at 50° C., the reaction mixture was dissolved in water (20 mL), then filtered to afford methyl 2-oxo-3-[(propan-2-yl)amino]-1,2-dihydroquinoxaline-6-carboxylate as a white solid (430 mg, 78%). The reactants are [OH-].[K+] (KOH), Cl (hydrochloric acid), [N+](=O)([O-])C1=CC=[N+](C=C1)[O-] (4-nitro-pyridine-N-oxide), ClCS(=O)(=O)C1=CC=CC=C1 (chloromethylphenylsulfone). Run in CS(=O)C (DMSO), O (water), CS(=O)C (DMSO). Reaction conditions: time 45 minute. Yields the product [N+](=O)([O-])C1=C(C=[N+](C=C1)[O-])CS(=O)(=O)C1=CC=CC=C1 (4-Nitro-3-[(phenylsulfonyl)methyl]-pyridine-N-oxide). The yield is 41.0%. Reaction SMILES: [N+:1]([C:4]1[CH:9]=[CH:8][N+:7]([O-:10])=[CH:6][CH:5]=1)([O-:3])=[O:2].Cl[CH2:12][S:13]([C:16]1[CH:21]=[CH:20][CH:19]=[CH:18][CH:17]=1)(=[O:15])=[O:14].[OH-].[K+].Cl>CS(C)=O.O>[N+:1]([C:4]1[CH:9]=[CH:8][N+:7]([O-:10])=[CH:6][C:5]=1[CH2:12][S:13]([C:16]1[CH:21]=[CH:20][CH:19]=[CH:18][CH:17]=1)(=[O:15])=[O:14])([O-:3])=[O:2] |f:2.3|. Procedure: Adapting the procedure of Makosza, et al, Liebigs Ann. Chem., 1984, 8-14, a stirred mixture of 4-nitro-pyridine-N-oxide (1.40 g, 10.0 mmol) and chloromethylphenylsulfone (1.92 g, 10.0 mmol) in DMSO (25 mL) in a cold water bath is treated with a solution of KOH (4.0 g, 71 mmol) in DMSO, stirred for 45 min, poured into 1.0 M hydrochloric acid and water and extracted with CH2Cl2. The aqueous phase is filtered and the filtercake is dried in vacuo to afford the title compound, 1.20 g (41% yield). The... Reactants: F (hydrofluoric acid), COC=1C=C2C(=NC=NC2=CC1OC)N1C[C@H]([C@@H](CC1)C(CN1S(CCC1)(=O)=O)C)O[Si](C)(C)C(C)(C)C (trans-2-{2-[1-(6,7-dimethoxyquinazolin-4-yl)-3-t-butyldimethylsilyloxypiperid-4-yl]prop-1-yl}isothiazolidine-1,1-dioxide), C([O-])([O-])=O.[Na+].[Na+] (sodium carbonate). Solvent: C(C)#N (acetonitrile). Product: COC=1C=C2C(=NC=NC2=CC1OC)N1C[C@H]([C@@H](CC1)C(CN1S(CCC1)(=O)=O)C)O (trans-2-{2-(1-[6,7-dimethoxy quinazolin-4-yl]-3-hydroxypiperid-4-yl)prop-1-yl}isothiazolidine-1,1-dioxide). As a reaction SMILES: F.[CH3:2][O:3][C:4]1[CH:5]=[C:6]2[C:11](=[CH:12][C:13]=1[O:14][CH3:15])[N:10]=[CH:9][N:8]=[C:7]2[N:16]1[CH2:21][CH2:20][C@@H:19]([CH:22]([CH3:31])[CH2:23][N:24]2[CH2:28][CH2:27][CH2:26][S:25]2(=[O:30])=[O:29])[C@H:18]([O:32][Si](C(C)(C)C)(C)C)[CH2:17]1.C(=O)([O-])[O-].[Na+].[Na+]>C(#N)C>[CH3:2][O:3][C:4]1[CH:5]=[C:6]2[C:11](=[CH:12][C:13]=1[O:14][CH3:15])[N:10]=[CH:9][N:8]=[C:7]2[N:16]1[CH2:21][CH2:20][C@@H:19]([CH:22]([CH3:31])[CH2:23][N:24]2[CH2:28][CH2:27][CH2:26][S:25]2(=[O:29])=[O:30])[C@H:18]([OH:32])[CH2:17]1 |f:2.3.4|. Procedure details: 40% Aqueous hydrofluoric acid (0.5 cm3) was added at room temperature to a stirred solution of trans-2-{2-[1-(6,7-dimethoxyquinazolin-4-yl)-3-t-butyldimethylsilyloxypiperid-4-yl]prop-1-yl}isothiazolidine-1,1-dioxide (diastereomer A; 0.64 g) in acetonitrile (7.0 cm3). After stirring for 16 hours aqueous saturated sodium carbonate solution (5 cm3) was added and the residue was partitioned between water (10 cm3) and chloroform (60 cm3). The dried (MgSO4) organic layer was evaporated and the residue... The reactants are C(CCC)[Sn](CI)(CCCC)CCCC (tributyl-iodomethyl-tin), [H-].[Na+] (sodium hydride), O1CCCC1 (tetrahydrofuran), OCCN1CCOCC1 (N-(2-hydroxyethyl)morpholine). Run in O (water), C(C)(=O)OCC (ethyl acetate). Conditions: temperature 45 celsius, time 20 minute. The product is C(CCC)[Sn](CCCC)(CCCC)COCCN1CCOCC1 (4-(2-Tributylstannylmethoxyethyl)morpholine). Yield: 86.2%. As a reaction SMILES: [H-].[Na+].O1CCCC1.[OH:8][CH2:9][CH2:10][N:11]1[CH2:16][CH2:15][O:14][CH2:13][CH2:12]1.[CH2:17]([Sn:21]([CH2:28][CH2:29][CH2:30][CH3:31])([CH2:24][CH2:25][CH2:26][CH3:27])[CH2:22]I)[CH2:18][CH2:19][CH3:20]>O.C(OCC)(=O)C>[CH2:17]([Sn:21]([CH2:22][O:8][CH2:9][CH2:10][N:11]1[CH2:16][CH2:15][O:14][CH2:13][CH2:12]1)([CH2:24][CH2:25][CH2:26][CH3:27])[CH2:28][CH2:29][CH2:30][CH3:31])[CH2:18][CH2:19][CH3:20] |f:0.1|. Procedure: To a mixture of sodium hydride (72%, 230 mg, 7.0 mmol) and tetrahydrofuran (20 ml) was added N-(2-hydroxyethyl)morpholine (843 μl, 6.96 mmol) at room temperature. Then, the reaction mixture was stirred at 45° C. (external temperature) for 20 minutes. To the reaction mixture was added tributyl-iodomethyl-tin (2.0 g, 4.64 mmol) at 0° C. (external temperature). Then, the mixture was stirred at 45° C. for 30 minutes. After the reaction mixture was cooled to room temperature, ethyl acetate and water ... The reactants are CCN(C(C)C)C(C)C, COC(=O)Cl, ClCCl, CCOC(=O)c1cnn(-c2cccc(-c3cccc(F)c3OCc3ccc(C4CCNCC4)cc3)n2)c1C(F)(F)F, [Na+], O=C([O-])O. Product: CCOC(=O)c1cnn(-c2cccc(-c3cccc(F)c3OCc3ccc(C4CCN(C(=O)OC)CC4)cc3)n2)c1C(F)(F)F. Reaction SMILES: [CH:42]([N:43]([CH:44]([CH3:45])[CH3:46])[CH2:47][CH3:48])([CH3:49])[CH3:50].[Cl:51][C:52](=[O:53])[O:54][CH3:55].[Cl:56][CH2:57][Cl:58].[F:1][c:2]1[c:3]([O:28][CH2:29][c:30]2[cH:31][cH:32][c:33]([CH:36]3[CH2:37][CH2:38][NH:39][CH2:40][CH2:41]3)[cH:34][cH:35]2)[c:4](-[c:8]2[cH:9][cH:10][cH:11][c:12](-[n:14]3[n:15][cH:16][c:17]([C:23](=[O:24])[O:25][CH2:26][CH3:27])[c:18]3[C:19]([F:20])([F:21])[F:22])[n:13]2)[cH:5][cH:6][cH:7]1.[Na+:63].[O-:59][C:60]([OH:61])=[O:62]>>[F:1][c:2]1[c:3]([O:28][CH2:29][c:30]2[cH:31][cH:32][c:33]([CH:36]3[CH2:37][CH2:38][N:39]([C:52](=[O:53])[O:54][CH3:55])[CH2:40][CH2:41]3)[cH:34][cH:35]2)[c:4](-[c:8]2[cH:9][cH:10][cH:11][c:12](-[n:14]3[n:15][cH:16][c:17]([C:23](=[O:24])[O:25][CH2:26][CH3:27])[c:18]3[C:19]([F:20])([F:21])[F:22])[n:13]2)[cH:5][cH:6][cH:7]1. The reactants are NC(c1ccc(Br)cc1)C(F)(F)F, CS(=O)(=O)Cl, CN(C)c1ccncc1, ClCCl, Cc1cccc(C)n1. Product: CS(=O)(=O)NC(c1ccc(Br)cc1)C(F)(F)F. As a reaction SMILES: [Br:6][c:7]1[cH:8][cH:9][c:10]([CH:13]([C:14]([F:15])([F:16])[F:17])[NH2:18])[cH:11][cH:12]1.[CH3:1][S:2]([Cl:3])(=[O:4])=[O:5].[CH3:27][N:28]([CH3:29])[c:30]1[cH:31][cH:32][n:33][cH:34][cH:35]1.[Cl:36][CH2:37][Cl:38].[n:19]1[c:20]([CH3:21])[cH:22][cH:23][cH:24][c:25]1[CH3:26]>>[CH3:1][S:2](=[O:4])(=[O:5])[NH:18][CH:13]([c:10]1[cH:9][cH:8][c:7]([Br:6])[cH:12][cH:11]1)[C:14]([F:15])([F:16])[F:17]. Solvent: C(Cl)Cl (methylene chloride). Run at time 16 hour. The reactants are C1(=CC=CC=C1)C(=N)C1=CC=CC=C1 (Diphenylmethanimine), crude product, tert-butoxycarbonyl, C(C)(C)(C)OC(=O)NCP(OCC)(=O)CNC(=O)OC(C)(C)C (Ethyl bis(N-tert-butoxycarbonylaminomethyl)phosphinate), Cl (hydrochloric acid). Product: C1(=CC=CC=C1)C(=NCP(OCC)(=O)CN=C(C1=CC=CC=C1)C1=CC=CC=C1)C1=CC=CC=C1 (Ethyl bis(N-diphenylmethyleneaminomethyl)phosphinate). As a reaction SMILES: C(OC(N[CH2:9][P:10]([CH2:15][NH:16][C:17](OC(C)(C)C)=O)(=[O:14])[O:11][CH2:12][CH3:13])=O)(C)(C)C.Cl.[C:25]1([C:31]([C:33]2[CH:38]=[CH:37][CH:36]=[CH:35][CH:34]=2)=[NH:32])[CH:30]=[CH:29][CH:28]=[CH:27][CH:26]=1>C(Cl)Cl>[C:33]1([C:31]([C:25]2[CH:26]=[CH:27][CH:28]=[CH:29][CH:30]=2)=[N:32][CH2:9][P:10]([CH2:15][N:16]=[C:17]([C:33]2[CH:38]=[CH:37][CH:36]=[CH:35][CH:34]=2)[C:25]2[CH:30]=[CH:29][CH:28]=[CH:27][CH:26]=2)(=[O:14])[O:11][CH2:12][CH3:13])[CH:34]=[CH:35][CH:36]=[CH:37][CH:38]=1. The yield is 52.8%. Reported procedure: The tert-butoxycarbonyl protective group is removed from the ethyl phosphinate 2 (100 mg; 0.28 mmol) using 3N methanolic hydrochloric acid (30 ml) (check via DC). The reaction solution is evaporated under reduced pressure. Diphenylmethanimine (0.100 ml; 0.60 mmol) is added dropwise to the suspension of the crude product in methylene chloride (20 ml) under an atmosphere of nitrogen. The reaction solution is filtered after being stirred for 16 hours at room temperature. The filtrate is evaporated ... The reactants are ClC1=C(C=NC2=CC(=CC=C12)OC)C#N (4chloro-7-methoxy-3-quinolinecarbonitrile), ClC1=CC(=C(N)C=C1)F (4-chloro-2-fluoroaniline). Yields the product ClC1=CC(=C(C=C1)NC1=C(C=NC2=CC(=CC=C12)OC)C#N)F (4-(4-Chloro-2-fluorophenylamino)-7-methoxy-3-quinolinecarbonitrile). RXN SMILES: Cl[C:2]1[C:11]2[C:6](=[CH:7][C:8]([O:12][CH3:13])=[CH:9][CH:10]=2)[N:5]=[CH:4][C:3]=1[C:14]#[N:15].[Cl:16][C:17]1[CH:23]=[CH:22][C:20]([NH2:21])=[C:19]([F:24])[CH:18]=1>>[Cl:16][C:17]1[CH:23]=[CH:22][C:20]([NH:21][C:2]2[C:11]3[C:6](=[CH:7][C:8]([O:12][CH3:13])=[CH:9][CH:10]=3)[N:5]=[CH:4][C:3]=2[C:14]#[N:15])=[C:19]([F:24])[CH:18]=1. Procedure: In the manner of Example 274 reaction of 4chloro-7-methoxy-3-quinolinecarbonitrile with 4-chloro-2-fluoroaniline gave the title compound as an amber solid, mp 208-210° C. Starting materials: C1CCOC1, COc1ccc(C(OCC2OC(n3ccc(=O)[nH]c3=O)C(O)C2O)(c2ccccc2)c2ccc(OC)cc2)cc1, COc1ccc(C(OCC2OC(n3ccc(=O)[nH]c3=O)C(OC(=O)Nc3ccccc3)C2O)(c2ccccc2)c2ccc(OC)cc2)cc1, Cl[Cu]Cl, O=C=Nc1ccccc1. The product is COc1ccc(C(OCC2OC(n3ccc(=O)[nH]c3=O)C(O)C2OC(=O)Nc2ccccc2)(c2ccccc2)c2ccc(OC)cc2)cc1. Reaction SMILES: [CH2:102]1[O:103][CH2:104][CH2:105][CH2:106]1.[CH3:1][O:2][c:3]1[cH:4][cH:5][c:6]([C:9]([O:10][CH2:11][CH:12]2[CH:13]([OH:26])[CH:14]([OH:25])[CH:15]([n:17]3[c:18](=[O:19])[nH:20][c:21](=[O:22])[cH:23][cH:24]3)[O:16]2)([c:27]2[cH:28][cH:29][cH:30][cH:31][cH:32]2)[c:33]2[cH:34][cH:35][c:36]([O:39][CH3:40])[cH:37][cH:38]2)[cH:7][cH:8]1.[CH3:50][O:51][c:52]1[cH:53][cH:54][c:55]([C:56]([c:57]2[cH:58][cH:59][c:60]([O:61][CH3:62])[cH:63][cH:64]2)([c:65]2[cH:66][cH:67][cH:68][cH:69][cH:70]2)[O:71][CH2:72][CH:73]2[O:74][CH:75]([n:76]3[cH:77][cH:78][c:79](=[O:80])[nH:81][c:82]3=[O:83])[CH:84]([O:85][C:86](=[O:87])[NH:88][c:89]3[cH:90][cH:91][cH:92][cH:93][cH:94]3)[CH:95]2[OH:96])[cH:97][cH:98]1.[Cu:99]([Cl:100])[Cl:101].[O:41]=[C:42]=[N:43][c:44]1[cH:45][cH:46][cH:47][cH:48][cH:49]1>>[CH3:1][O:2][c:3]1[cH:4][cH:5][c:6]([C:9]([O:10][CH2:11][CH:12]2[CH:13]([O:26][C:42](=[O:41])[NH:43][c:44]3[cH:45][cH:46][cH:47][cH:48][cH:49]3)[CH:14]([OH:25])[CH:15]([n:17]3[c:18](=[O:19])[nH:20][c:21](=[O:22])[cH:23][cH:24]3)[O:16]2)([c:27]2[cH:28][cH:29][cH:30][cH:31][cH:32]2)[c:33]2[cH:34][cH:35][c:36]([O:39][CH3:40])[cH:37][cH:38]2)[cH:7][cH:8]1.